From a dataset of the Open Reaction Database (ORD), a public repository of structured organic reaction records. describe an organic reaction: reactants, conditions, products, and yield Reactants: C(C)OC(=O)COCCCC(=O)Cl (4-ethoxycarbonylmethoxybutyric acid chloride), N1=C(C=CC=C1C)C (2,6-lutidine). The reagents and catalysts are [Pd] (Pd/C). The solvent is O1CCCC1 (tetrahydrofuran). The product is C(C)OC(=O)COCCCC=O (4-ethoxycarbonylmethoxybutanal). Reaction SMILES: [CH2:1]([O:3][C:4]([CH2:6][O:7][CH2:8][CH2:9][CH2:10][C:11](Cl)=[O:12])=[O:5])[CH3:2].N1C(C)=CC=CC=1C>O1CCCC1.[Pd]>[CH2:1]([O:3][C:4]([CH2:6][O:7][CH2:8][CH2:9][CH2:10][CH:11]=[O:12])=[O:5])[CH3:2]. Reported procedure: 29 g (0.14 mol) of 4-ethoxycarbonylmethoxybutyric acid chloride are dissolved in 290 ml of tetrahydrofuran and the solution is hydrogenated under normal pressure at 10°-15° C. by addition of 5.8 g of 5% Pd/C and 18 ml of 2,6-lutidine. Upon cessation of hydrogenation, the catalyst is removed by filtration and the filtrate is concentrated by evaporation. Distillation of the crude product gives 4-ethoxycarbonylmethoxybutanal as a clear colourless liquid of b.p. 72°-74° C./2.10-2 torr. Reactants: Brc1ccc(Br)cc1, O=C([O-])[O-], CN1CCCN(C)C1=O, I[Cu]I, [K+], [K+], c1ccc2c(c1)[nH]c1ccccc12. The product is Brc1ccc(-n2c3ccccc3c3ccccc32)cc1. As a reaction SMILES: [Br:1][c:2]1[cH:3][cH:4][c:5]([Br:6])[cH:7][cH:8]1.[C:22](=[O:23])([O-:24])[O-:25].[CH3:31][N:32]1[CH2:33][CH2:34][CH2:35][N:36]([CH3:37])[C:38]1=[O:39].[Cu:28]([I:29])[I:30].[K+:26].[K+:27].[cH:9]1[cH:10][cH:11][cH:12][c:13]2[c:14]3[cH:15][cH:16][cH:17][cH:18][c:19]3[nH:20][c:21]12>>[c:2]1(-[n:20]2[c:19]3[c:14]([c:13]4[cH:12][cH:11][cH:10][cH:9][c:21]42)[cH:15][cH:16][cH:17][cH:18]3)[cH:3][cH:4][c:5]([Br:6])[cH:7][cH:8]1. Yields the product CCNC(=S)Nc1ccc(S(=O)(=O)O)cc1. Starting materials: CCNC(=S)Nc1ccccc1, CCOC(C)=O, O=S(O)Cl, O. As a reaction SMILES: [CH2:5]([CH3:6])[NH:7][C:8](=[S:9])[NH:10][c:11]1[cH:12][cH:13][cH:14][cH:15][cH:16]1.[CH3:18][CH2:19][O:20][C:21]([CH3:22])=[O:23].[Cl:1][S:2](=[O:3])[OH:4].[OH2:17]>>[S:2](=[O:3])([OH:4])([c:14]1[cH:13][cH:12][c:11]([NH:10][C:8]([NH:7][CH2:5][CH3:6])=[S:9])[cH:16][cH:15]1)=[O:17]. Reactants: O (water), N1C=NC=C1 (Imidazole), [Si](C)(C)(C(C)(C)C)Cl (tert-butyldimethylsilyl chloride), C1(=CC=CC=C1)C(C1=CC=CC=C1)(C1=CC=CC=C1)N[C@H](CO)CC1=CN=CN1C(C1=CC=CC=C1)(C1=CC=CC=C1)C1=CC=CC=C1 ((S)-2-triphenylmethylamino-3-(1-triphenylmethylimidazol-5-yl) propanol). The solvent is CN(C)C=O (DMF). Run at time 3.5 hour. The product is [Si](C)(C)(C(C)(C)C)OC[C@H](CC1=CN=CN1C(C1=CC=CC=C1)(C1=CC=CC=C1)C1=CC=CC=C1)NC(C1=CC=CC=C1)(C1=CC=CC=C1)C1=CC=CC=C1 ((S)-1-t-butyldimethylsilyloxy-2-triphenylmethylamino-3-(1-triphenylmethylimidazol-5-yl)propane). The yield is 101.4%. Reaction SMILES: N1C=CN=C1.[Si:6](Cl)([C:9]([CH3:12])([CH3:11])[CH3:10])([CH3:8])[CH3:7].[C:14]1([C:20]([NH:33][C@@H:34]([CH2:37][C:38]2[N:42]([C:43]([C:56]3[CH:61]=[CH:60][CH:59]=[CH:58][CH:57]=3)([C:50]3[CH:55]=[CH:54][CH:53]=[CH:52][CH:51]=3)[C:44]3[CH:49]=[CH:48][CH:47]=[CH:46][CH:45]=3)[CH:41]=[N:40][CH:39]=2)[CH2:35][OH:36])([C:27]2[CH:32]=[CH:31][CH:30]=[CH:29][CH:28]=2)[C:21]2[CH:26]=[CH:25][CH:24]=[CH:23][CH:22]=2)[CH:19]=[CH:18][CH:17]=[CH:16][CH:15]=1.O>CN(C=O)C>[Si:6]([O:36][CH2:35][C@@H:34]([NH:33][C:20]([C:27]1[CH:32]=[CH:31][CH:30]=[CH:29][CH:28]=1)([C:14]1[CH:15]=[CH:16][CH:17]=[CH:18][CH:19]=1)[C:21]1[CH:22]=[CH:23][CH:24]=[CH:25][CH:26]=1)[CH2:37][C:38]1[N:42]([C:43]([C:50]2[CH:55]=[CH:54][CH:53]=[CH:52][CH:51]=2)([C:56]2[CH:61]=[CH:60][CH:59]=[CH:58][CH:57]=2)[C:44]2[CH:45]=[CH:46][CH:47]=[CH:48][CH:49]=2)[CH:41]=[N:40][CH:39]=1)([C:9]([CH3:12])([CH3:11])[CH3:10])([CH3:8])[CH3:7]. Procedure details: Imidazole (12.269 g, 0.180 mol) and tert-butyldimethylsilyl chloride (TBDMSCl) (20.37 g, 0.135 mol) were added to a solution of the compound (XXI) (56.390 g, 0.0901 mol) in dry DMF (560 ml) under ice cooling, and the mixture was stirred at room temperature for 3.5 hours. The reaction mixture was poured into water, extracted with Et2O, washed with water and a saturated NaCl aqueous solution, then dried over Na2SO4, and concentrated to obtain a light-yellow foamy material (67.602 g). This crude pr... Reactants: C1CCOC1, Cc1cccnc1-n1ncc2c(Cl)ncnc21, Cl, [H-], [Na+], COC(=O)C(O)COC(C)C. Product: COC(=O)C(COC(C)C)Oc1ncnc2c1cnn2-c1ncccc1C. RXN SMILES: [CH2:32]1[O:33][CH2:34][CH2:35][CH2:36]1.[Cl:14][c:15]1[c:16]2[c:17]([n:18][cH:19][n:20]1)[n:21](-[c:24]1[n:25][cH:26][cH:27][cH:28][c:29]1[CH3:30])[n:22][cH:23]2.[ClH:31].[H-:1].[Na+:2].[OH:3][CH:4]([C:5](=[O:6])[O:7][CH3:8])[CH2:9][O:10][CH:11]([CH3:12])[CH3:13]>>[O:3]([CH:4]([C:5](=[O:6])[O:7][CH3:8])[CH2:9][O:10][CH:11]([CH3:12])[CH3:13])[c:15]1[c:16]2[c:17]([n:18][cH:19][n:20]1)[n:21](-[c:24]1[n:25][cH:26][cH:27][cH:28][c:29]1[CH3:30])[n:22][cH:23]2. Reactants: 13.6, FC(C=1C=C(C=CC1)NCCC#N)(F)F (3-[[3-(trifloromethyl)phenyl]amino]propanenitrile), N (ammonia), [H][H] (hydrogen). Reagents/catalysts: [Ni] (Raney Nickel). Solvent: CO (methanol). Yields the product 13, FC(C=1C=C(C=CC1)NCCCN)(F)F (N1 -[3-(trifluoromethyl)phenyl]-1,3-propanediamine). Yield: 100.0%. As a reaction SMILES: [F:1][C:2]([F:15])([F:14])[C:3]1[CH:4]=[C:5]([NH:9][CH2:10][CH2:11][C:12]#[N:13])[CH:6]=[CH:7][CH:8]=1.N.[H][H]>[Ni].CO>[F:1][C:2]([F:14])([F:15])[C:3]1[CH:4]=[C:5]([NH:9][CH2:10][CH2:11][CH2:12][NH2:13])[CH:6]=[CH:7][CH:8]=1. Procedure: A mixture of 13.6 parts of 3-[[3-(trifloromethyl)phenyl]amino]propanenitrile and 400 parts of methanol saturated with ammonia was hydrogenated at normal pressure and at a temperature below 20° C. with 3 parts of Raney Nickel catalyst. After the calculated amount of hydrogen was taken up, the catalyst was filtered off and the filtrate was evaporated, yielding 13 parts (100%) of N1 -[3-(trifluoromethyl)phenyl]-1,3-propanediamine as a residue (int. 106).